This data is from the Open Reaction Database (ORD), a public repository of structured organic reaction records. The task is: describe an organic reaction: reactants, conditions, products, and yield The reactants are NC=1SC=C(N1)CC(=O)OCC (ethyl 2-(2-amino-4-thiazolyl)acetate), C(C)(=O)O (acetic acid), [H-].[Na+] (NaH), C(=O)OCC (ethyl formate). Solvent: O1CCCC1 (THF), CCCCCC (hexane), O1CCCC1 (tetrahydrofuran). Run at time 18 hour. Yields the product C(=O)C(C(=O)OCC)C=1N=C(SC1)NC=O (Ethyl 2-Formyl-2-(2-formylamino-4-thiazolyl)acetate). As a reaction SMILES: [H-].[Na+].[NH2:3][C:4]1[S:5][CH:6]=[C:7]([CH2:9][C:10]([O:12][CH2:13][CH3:14])=[O:11])[N:8]=1.[CH:15](OCC)=[O:16].[C:20](O)(=[O:22])C>CCCCCC.O1CCCC1>[CH:15]([CH:9]([C:7]1[N:8]=[C:4]([NH:3][CH:20]=[O:22])[S:5][CH:6]=1)[C:10]([O:12][CH2:13][CH3:14])=[O:11])=[O:16] |f:0.1|. Procedure: Under nitrogen, 14 g (0.29 mmol) of 50% NaH in oil was washed with 2×40 ml of hexane and then suspended in 90 ml of anhydrous tetrahydrofuran (THF). To this slurry at 0° C. was added dropwise a solution of ethyl 2-(2-amino-4-thiazolyl)acetate (27 g, 0.145 mmol) in 290 ml of anhydrous THF, followed by ethyl formate (21.5 g, 0.29 mmol), and the mixture stirred at room temperature for 18 hours. The pH of reaction mixture was adjusted to 7 by the addition of 50% aqueous acetic acid and the mixture e...